describe an organic reaction: reactants, conditions, products, and yield From a dataset of the Open Reaction Database (ORD), a public repository of structured organic reaction records. Starting materials: C(C)(C)(C)OC(N(C)C1=C(C=CC(=C1)SC)N)=O (N-(2-amino-5-methylthiophenyl)-N-methylcarbamic acid t-butyl ester), O=C1SC(C(N1)=O)CC1=CC=C(OCC(=O)O)C=C1 (4-(2,4-dioxothiazolidin-5-ylmethyl)phenoxyacetic acid), O=C1SC(C(N1)=O)CC1=CC=C(OCC(=O)O)C=C1 (4-(2,4-dioxothiazolidin-5-ylmethyl)phenoxyacetic acid), P(=O)(OCC)(OCC)C#N (diethyl cyanophosphate), C(#N)P(OCC)(OCC)=O (diethyl cyanophosphonate). Run in O1CCCC1 (tetrahydrofuran), C(C)N(CC)CC (triethylamine), C(C)N(CC)CC (triethylamine). Conditions: time 4 hour. Product: C(C)(C)(C)OC(N(C)C1=C(C=CC(=C1)SC)NC(COC1=CC=C(C=C1)CC1C(NC(S1)=O)=O)=O)=O (N-[2-[4-(2,4-Dioxothiazolidin-5-ylmethyl)phenoxyacetylamino]-5-methylthiophenyl]-N-methylcarbamic acid t-butyl ester). Yield: 89.3%. As a reaction SMILES: [C:1]([O:5][C:6](=[O:18])[N:7]([C:9]1[CH:14]=[C:13]([S:15][CH3:16])[CH:12]=[CH:11][C:10]=1[NH2:17])[CH3:8])([CH3:4])([CH3:3])[CH3:2].[O:19]=[C:20]1[NH:24][C:23](=[O:25])[CH:22]([CH2:26][C:27]2[CH:37]=[CH:36][C:30]([O:31][CH2:32][C:33](O)=[O:34])=[CH:29][CH:28]=2)[S:21]1.C(P(=O)(OCC)OCC)#N>C(N(CC)CC)C.O1CCCC1>[C:1]([O:5][C:6](=[O:18])[N:7]([C:9]1[CH:14]=[C:13]([S:15][CH3:16])[CH:12]=[CH:11][C:10]=1[NH:17][C:33](=[O:34])[CH2:32][O:31][C:30]1[CH:29]=[CH:28][C:27]([CH2:26][CH:22]2[S:21][C:20](=[O:19])[NH:24][C:23]2=[O:25])=[CH:37][CH:36]=1)[CH3:8])([CH3:4])([CH3:2])[CH3:3]. Reported procedure: To a mixture of N-(2-amino-5-methylthiophenyl)-N-methylcarbamic acid t-butyl ester (2.0 g) (obtained in Reference Example 4), 4-(2,4-dioxothiazolidin-5-ylmethyl)phenoxyacetic acid (2.31 g) (obtained in Reference Example 6), triethylamine (1.14 ml) and anhydrous tetrahydrofuran (40 ml) was added diethyl cyanophosphonate (1.34 g) and the resulting mixture was stirred at room temperature for 4 hours and allowed to stand overnight. To the reaction mixture were further added 4-(2,4-dioxothiazolidin-5... Starting materials: ClC=1C=C(C(=O)O)C=C(C1)Cl (3,5-dichlorobenzoic acid), NC=1C=NC=CC1N (3,4-diaminopyridine). Yields the product Cl.ClC=1C=C(C=C(C1)Cl)C=1NC2=C(C=NC=C2)N1 (2-(3,5-Dichlorophenyl)imidazo[4,5-c]pyridine hydrochloride). Reaction SMILES: [Cl:1][C:2]1[CH:3]=[C:4]([CH:8]=[C:9]([Cl:11])[CH:10]=1)[C:5](O)=O.[NH2:12][C:13]1[CH:14]=[N:15][CH:16]=[CH:17][C:18]=1[NH2:19]>>[ClH:1].[Cl:1][C:2]1[CH:3]=[C:4]([C:5]2[NH:19][C:18]3[CH:17]=[CH:16][N:15]=[CH:14][C:13]=3[N:12]=2)[CH:8]=[C:9]([Cl:11])[CH:10]=1 |f:2.3|. Procedure: When 3,5-dichlorobenzoic acid and 3,4-diaminopyridine were reacted according to the procedure in Example 1, the title compound (base) was obtained. Upon converting to the hydrochloride salt and crystallization from ethanol/dimethylformamide/water, a 61% yield of pure 2-(3,5-dichlorophenyl)imidazo[4,5-c]pyridine hydrochloride was obtained as cream-colored needles, m.p. >320° C. The reactants are S(=O)(Cl)Cl (thionyl chloride), C1=CC=CC=2C(C3=C(C=CC21)C=CC=C3)O (5H-dibenzo[a,d]cyclohepten-5-ol). The reagents and catalysts are C1=CC=CC=C1 (benzene). Run at time 4 hour. Product: ClC1C2=C(C=CC3=C1C=CC=C3)C=CC=C2 (5-chloro-5H-dibenzo[a,d]cycloheptene). As a reaction SMILES: S(Cl)([Cl:3])=O.[CH:5]1[C:15]2[CH:14]=[CH:13][C:12]3[CH:16]=[CH:17][CH:18]=[CH:19][C:11]=3[CH:10](O)[C:9]=2[CH:8]=[CH:7][CH:6]=1>C1C=CC=CC=1>[Cl:3][CH:10]1[C:9]2[CH:8]=[CH:7][CH:6]=[CH:5][C:15]=2[CH:14]=[CH:13][C:12]2[CH:16]=[CH:17][CH:18]=[CH:19][C:11]1=2. Procedure: In this preparation 25 ml. of thionyl chloride is added dropwise, with vigorous stirring, to a slurry of 5 g. of 5H-dibenzo[a,d]cyclohepten-5-ol in 50 ml. of anhydrous benzene containing five drops of pydridine, at about 0°C. The resulting mixture is continually stirred and allowed to heat to room temperature and then allowed to stand for 4 hours. The resulting mixture is then evaporated under vacuum to remove solvent and excess reagent affording a crystalline residue of 5-chloro-5H-dibenzo[a,d]... Reactants: ClC=1C=C(C=O)C=CC1 (3-chlorobenzaldehyde), NC1=NNC=C1 (3-aminopyrazole), FC(C(CC(=O)OCC)=O)(F)F (ethyl trifluoroacetoacetate). Product: ClC=1C=C(C=CC1)C1C=2C(NC(=C1C(=O)OCC)C(F)(F)F)=NNC2 (Ethyl 4-(3-chlorophenyl)-4,7-dihydro-6-trifluoromethyl-2H-pyrazolo[3,4-b]pyridine-5-carboxylate). RXN SMILES: [Cl:1][C:2]1[CH:3]=[C:4]([CH:7]=[CH:8][CH:9]=1)[CH:5]=O.[NH2:10][C:11]1[CH:15]=[CH:14][NH:13][N:12]=1.[F:16][C:17]([F:27])([F:26])[C:18](=O)[CH2:19][C:20]([O:22][CH2:23][CH3:24])=[O:21]>>[Cl:1][C:2]1[CH:3]=[C:4]([CH:5]2[C:19]([C:20]([O:22][CH2:23][CH3:24])=[O:21])=[C:18]([C:17]([F:16])([F:26])[F:27])[NH:10][C:11]3=[N:12][NH:13][CH:14]=[C:15]23)[CH:7]=[CH:8][CH:9]=1. Reported procedure: The title compound was prepared from 3-chlorobenzaldehyde, 3-aminopyrazole and ethyl trifluoroacetoacetate in the same manner as in Example 1. The reactants are [N+](=O)(O)[O-] (nitric acid), C(=O)(C(=O)OCC)NC1=C(C=CC2=CC=CC=C12)NC(=O)C(=O)OCC (1,2-diethoxalylaminonaphthalene), ice water. The product is C(=O)(C(=O)OCC)NC1=C(C=CC2=CC=CC(=C12)[N+](=O)[O-])NC(=O)C(=O)OCC (1,2-Diethoxalylamino-8-nitronaphthalene). Run at temperature 0 celsius. RXN SMILES: [C:1]([NH:8][C:9]1[C:18]2[C:13](=[CH:14][CH:15]=[CH:16][CH:17]=2)[CH:12]=[CH:11][C:10]=1[NH:19][C:20]([C:22]([O:24][CH2:25][CH3:26])=[O:23])=[O:21])([C:3]([O:5][CH2:6][CH3:7])=[O:4])=[O:2].[N+:27]([O-])([OH:29])=[O:28]>C(O)(=O)C.C(OC(=O)C)(=O)C>[C:1]([NH:8][C:9]1[C:18]2[C:13](=[CH:14][CH:15]=[CH:16][C:17]=2[N+:27]([O-:29])=[O:28])[CH:12]=[CH:11][C:10]=1[NH:19][C:20]([C:22]([O:24][CH2:25][CH3:26])=[O:23])=[O:21])([C:3]([O:5][CH2:6][CH3:7])=[O:4])=[O:2]. Procedure: A partial suspension of 1,2-diethoxalylaminonaphthalene (1,79 g, 5 mmol) in 7 ml of acetic acid and 7 ml of acetic anhydride was treated dropwise with a solution of nitric acid (1.8 ml, 43 mmol, d 1.52) in 7 ml of acetic acid, with stirring at 0° C. The resulting solution was stirred at 0° C. for 11/2 h and then poured on 150 ml of ice/water. The yellow precipitate was isolated, dried and recrystallized from ethanol with decolourising carbon giving 0.67 g (33%) of the required compound. The solvent is C(C)(=O)O (acetic acid), C(C)(=O)O (acetic acid), C(C)(=O)OC(C)=O (acetic anhydride). The solvent is O (water), O1CCOCC1 (dioxane). Procedure details: A suspension of 17β-Carbomethoxy-3,β,5α,6β-trihydroxy-androstane (43.5 g, 0.24 mol), as prepared in example 16, in 450 mL of dioxane is diluted with 50 mL of water, and maintained at 25° C. by means of an external cooling bath. To this suspension is added N-bromosuccinimide (22.5 g, 0.25 mol). The mixture is stirred for 8 h. The mixture is cooled in an ice bath and the solid collected by filtration, washed with 50% methanol/water, and air dried to afford 17β-carbomethoxy-6-oxo-3β,5α-dihydroxy-an... As a reaction SMILES: [C:1]([C@H:5]1[CH2:10][CH2:9][C@H:8]2[C@H:11]3[C@H:21]([CH2:22][CH2:23][C@:6]12[CH3:7])[C@:19]1([CH3:20])[C@:14]([OH:25])([CH2:15][CH:16]([OH:24])[CH2:17][CH2:18]1)[C@H:13]([OH:26])[CH2:12]3)([O:3][CH3:4])=[O:2].BrN1C(=O)CCC1=O>O1CCOCC1.O>[C:1]([C@H:5]1[CH2:10][CH2:9][C@H:8]2[C@H:11]3[C@H:21]([CH2:22][CH2:23][C@:6]12[CH3:7])[C@:19]1([CH3:20])[C@:14]([OH:25])([CH2:15][C@@H:16]([OH:24])[CH2:17][CH2:18]1)[C:13](=[O:26])[CH2:12]3)([O:3][CH3:4])=[O:2]. Product: C(=O)(OC)[C@@H]1[C@]2(C)[C@@H](CC1)[C@@H]1CC([C@]3(C[C@H](CC[C@]3(C)[C@H]1CC2)O)O)=O (17β-carbomethoxy-6-oxo-3β,5α-dihydroxy-androstane). Conditions: temperature 25 celsius, time 8 hour. The reactants are C(=O)(OC)[C@@H]1[C@]2(C)[C@@H](CC1)[C@@H]1C[C@H]([C@]3(CC(CC[C@]3(C)[C@H]1CC2)O)O)O (17β-Carbomethoxy-3,β,5α,6β-trihydroxy-androstane), BrN1C(CCC1=O)=O (N-bromosuccinimide). The reactants are CC(=O)c1ccc(CBr)cc1, O=C([O-])[O-], CC#N, O=C(c1cc(C(F)(F)F)cc(C(F)(F)F)c1)N1CCNCC1Cc1c[nH]c2ccccc12, [K+], [K+]. The product is CC(=O)c1ccc(CN2CCN(C(=O)c3cc(C(F)(F)F)cc(C(F)(F)F)c3)C(Cc3c[nH]c4ccccc34)C2)cc1. As a reaction SMILES: [Br:33][CH2:34][c:35]1[cH:36][cH:37][c:38]([C:41]([CH3:42])=[O:43])[cH:39][cH:40]1.[C:44](=[O:45])([O-:46])[O-:47].[CH3:50][C:51]#[N:52].[F:1][C:2]([c:3]1[cH:4][c:5]([C:6](=[O:7])[N:8]2[CH:9]([CH2:14][c:15]3[cH:16][nH:17][c:18]4[cH:19][cH:20][cH:21][cH:22][c:23]34)[CH2:10][NH:11][CH2:12][CH2:13]2)[cH:24][c:25]([C:27]([F:28])([F:29])[F:30])[cH:26]1)([F:31])[F:32].[K+:48].[K+:49]>>[F:1][C:2]([c:3]1[cH:4][c:5]([C:6](=[O:7])[N:8]2[CH:9]([CH2:14][c:15]3[cH:16][nH:17][c:18]4[cH:19][cH:20][cH:21][cH:22][c:23]34)[CH2:10][N:11]([CH2:34][c:35]3[cH:36][cH:37][c:38]([C:41]([CH3:42])=[O:43])[cH:39][cH:40]3)[CH2:12][CH2:13]2)[cH:24][c:25]([C:27]([F:28])([F:29])[F:30])[cH:26]1)([F:31])[F:32]. The reactants are CSC1=NC=CC(=N1)N1C=NC2=C1C=CC(=C2)C2=NC(=NC=C2)Cl (2-Methylthio-4-[5-(2-chloropyrimidin-4-yl)-benzimidazol-1-yl]-pyrimidine), Cl.COC1=C(CN)C(=CC(=C1)OC)OC (2,4,6-trimethoxybenzylamine hydrochloride), C(C)(C)N(CC)C(C)C (diisopropylethylamine). Run in CS(=O)C (DMSO), CCOC(=O)C.CCOCC (EtOAc Et2O). Reaction conditions: temperature 100 celsius, time 20 hour. The product is CSC1=NC=CC(=N1)N1C=NC2=C1C=CC(=C2)C2=NC(=NC=C2)NCC2=C(C=C(C=C2OC)OC)OC (2-Methylthio-4-[5-(2-(2,4,6-trimethoxy-benzylamino)-pyrimidin-4-yl)benzimidazol-1-yl]pyrimidine). Yield: 79.3%. Reaction SMILES: [CH3:1][S:2][C:3]1[N:8]=[C:7]([N:9]2[C:13]3[CH:14]=[CH:15][C:16]([C:18]4[CH:23]=[CH:22][N:21]=[C:20](Cl)[N:19]=4)=[CH:17][C:12]=3[N:11]=[CH:10]2)[CH:6]=[CH:5][N:4]=1.Cl.[CH3:26][O:27][C:28]1[CH:35]=[C:34]([O:36][CH3:37])[CH:33]=[C:32]([O:38][CH3:39])[C:29]=1[CH2:30][NH2:31].C(N(C(C)C)CC)(C)C>CS(C)=O.CCOC(C)=O.CCOCC>[CH3:1][S:2][C:3]1[N:8]=[C:7]([N:9]2[C:13]3[CH:14]=[CH:15][C:16]([C:18]4[CH:23]=[CH:22][N:21]=[C:20]([NH:31][CH2:30][C:29]5[C:32]([O:38][CH3:39])=[CH:33][C:34]([O:36][CH3:37])=[CH:35][C:28]=5[O:27][CH3:26])[N:19]=4)=[CH:17][C:12]=3[N:11]=[CH:10]2)[CH:6]=[CH:5][N:4]=1 |f:1.2,5.6|. Procedure: A suspension of 2-methylthio-4-[5-(2-chloro-pyrimidin-4-yl)benzimidazol-1-yl]pyrimidine (EXAMPLE 34; 85 mg), 2,4,6-trimethoxybenzylamine hydrochloride (160 mg), and diisopropylethylamine (210 mL) in 3 mL of DMSO was heated to 100° C., at which point all solids were dissolved. The mixture was stirred at 100° C. for 20 h, then cooled and diluted with 15 mL of 1:1 EtOAc-Et2O, washed with 2×5 mL of water and 5 mL of brine, dried over Na2SO4 and concentrated. The residue was purified by preparative t...